Dataset: the Open Reaction Database (ORD), a public repository of structured organic reaction records. Task: describe an organic reaction: reactants, conditions, products, and yield The yield is 12.0%. The solvent is C=1(C(=CC=CC1)C)C (xylene). As a reaction SMILES: O[N:2]=[C:3]([C:9]([C:11]1[CH:16]=[CH:15][C:14]([CH3:17])=[CH:13][CH:12]=1)=O)[C:4]([O:6][CH2:7][CH3:8])=[O:5].[C:18]1([CH2:28][NH2:29])[C:27]2[C:22](=[CH:23][CH:24]=[CH:25][CH:26]=2)[CH:21]=[CH:20][CH:19]=1.O>C1(C)C(C)=CC=CC=1>[CH3:17][C:14]1[CH:15]=[CH:16][C:11]([C:9]2[NH:29][C:28]([C:18]3[C:27]4[C:22](=[CH:23][CH:24]=[CH:25][CH:26]=4)[CH:21]=[CH:20][CH:19]=3)=[N:2][C:3]=2[C:4]([O:6][CH2:7][CH3:8])=[O:5])=[CH:12][CH:13]=1. Procedure details: Ethyl 2-hydroxyimino-3-(4-methylphenyl)-3-oxopropionate (13.7 g) and 1-naphthalenemethylamine (11.0 g) were dissolved in xylene (137 ml), andrefluxed underheating for 9 hr whiledehydrating with Dean-stark trap. Water was added to the reaction mixture, and the mixture was extracted with ethyl acetate. The organic layer was washed with water and dried. The solvent was concentrated under reduced pressure and isopropyl alcohol was added to the obtained residue to allow crystallization. The crystals ... Reactants: ON=C(C(=O)OCC)C(=O)C1=CC=C(C=C1)C (Ethyl 2-hydroxyimino-3-(4-methylphenyl)-3-oxopropionate), C1(=CC=CC2=CC=CC=C12)CN (1-naphthalenemethylamine), O (Water). Run at time 9 hour. The product is CC1=CC=C(C=C1)C1=C(N=C(N1)C1=CC=CC2=CC=CC=C12)C(=O)OCC (ethyl 5-(4-methylphenyl)-2-(1-naphthyl)-imidazole-4-carboxylate). Product: FC1=C(C=C(C=C1)C(F)(F)F)NC(=O)NC=1C=C(C=CC1)\C(=C/C(=O)N)\C1=CC=CC=C1 ((2Z)-3-{3-[({[2-fluoro-5-(trifluoromethyl)phenyl]amino}carbonyl)amino]phenyl}-3-phenylacrylamide). The yield is 19.9%. Procedure details: A mixture of 3-{3-[({[2-fluoro-5-(trifluoromethyl)phenyl]amino}carbonyl)amino]phenyl}prop-2-ynamide (31.0 mg, 0.085 mmol), iodobenzene (0.010 mL, 0.089 mmol), diethylamine (0.029 mL, 0.281 mmol), formic acid (0.0083 mL, 0.221 mmol), and bis(dibenzylideneacetone)palladium(0) (3.4 mg, 0.006 mmol) in 1.1 mL EtOAc (degassed) was heated at 75° C. for 16 hours. The reaction was partitioned between EtOAc and H2O/brine mixture. The EtOAc layer was washed with H2O/brine mixture, brine, dried with anhydro... The reagents and catalysts are C=1C=CC(=CC1)/C=C/C(=O)/C=C/C2=CC=CC=C2.C=1C=CC(=CC1)/C=C/C(=O)/C=C/C2=CC=CC=C2.[Pd] (bis(dibenzylideneacetone)palladium(0)). Solvent: CCOC(=O)C (EtOAc). RXN SMILES: [F:1][C:2]1[CH:7]=[CH:6][C:5]([C:8]([F:11])([F:10])[F:9])=[CH:4][C:3]=1[NH:12][C:13]([NH:15][C:16]1[CH:17]=[C:18]([C:22]#[C:23][C:24]([NH2:26])=[O:25])[CH:19]=[CH:20][CH:21]=1)=[O:14].I[C:28]1[CH:33]=[CH:32][CH:31]=[CH:30][CH:29]=1.C(NCC)C.C(O)=O>CCOC(C)=O.C1C=CC(/C=C/C(/C=C/C2C=CC=CC=2)=O)=CC=1.C1C=CC(/C=C/C(/C=C/C2C=CC=CC=2)=O)=CC=1.[Pd]>[F:1][C:2]1[CH:7]=[CH:6][C:5]([C:8]([F:11])([F:9])[F:10])=[CH:4][C:3]=1[NH:12][C:13]([NH:15][C:16]1[CH:17]=[C:18](/[C:22](/[C:28]2[CH:33]=[CH:32][CH:31]=[CH:30][CH:29]=2)=[CH:23]\[C:24]([NH2:26])=[O:25])[CH:19]=[CH:20][CH:21]=1)=[O:14] |f:5.6.7|. Run at temperature 75 celsius. The reactants are FC1=C(C=C(C=C1)C(F)(F)F)NC(=O)NC=1C=C(C=CC1)C#CC(=O)N (3-{3-[({[2-fluoro-5-(trifluoromethyl)phenyl]amino}carbonyl)amino]phenyl}prop-2-ynamide), IC1=CC=CC=C1 (iodobenzene), C(C)NCC (diethylamine), C(=O)O (formic acid). Reactants: C(C)OCC (diethyl ether), CC1(OC2=C(C(C1)C1=NC=CC(=C1)C)C=C(C=C2)C#N)C (3,4-dihydro-2,2-dimethyl-4-(4-methyl-2-pyridyl)-2H-1-benzopyran-6-carbonitrile). Product: C(#N)C=1C=CC2=C(C(CC(O2)(C)C)C2=[N+](C=CC(=C2)C)[O-])C1 (2-(6-cyano-3,4-dihydro-2,2-dimethyl-2H-1-benzopyran-4-yl)-4-methylpyridine N-oxide). RXN SMILES: [CH3:1][C:2]1([CH3:21])[CH2:7][CH:6]([C:8]2[CH:13]=[C:12]([CH3:14])[CH:11]=[CH:10][N:9]=2)[C:5]2[CH:15]=[C:16]([C:19]#[N:20])[CH:17]=[CH:18][C:4]=2[O:3]1.C([O:24]CC)C>>[C:19]([C:16]1[CH:17]=[CH:18][C:4]2[O:3][C:2]([CH3:21])([CH3:1])[CH2:7][CH:6]([C:8]3[CH:13]=[C:12]([CH3:14])[CH:11]=[CH:10][N+:9]=3[O-:24])[C:5]=2[CH:15]=1)#[N:20]. Reported procedure: In an analogous manner to that described in the first paragraph of Example 7, from 3,4-dihydro-2,2-dimethyl-4-(4-methyl-2-pyridyl)-2H-1-benzopyran-6-carbonitrile there was obtained 2-(6-cyano-3,4-dihydro-2,2-dimethyl-2H-1-benzopyran-4-yl)-4-methylpyridine N-oxide of melting point 156°-159° C. (from diethyl ether). Starting materials: CO (methanol), C([O-])([O-])=O.[K+].[K+] (potassium carbonate), resultant solution, C(C)(=O)OC1=CC=CC=2N(CCOC21)CCOC(C2=CC=CC=C2)C2=CC=CC=C2 (8-acetoxy-4-(2-(diphenylmethoxy)ethyl)-3,4-dihydro-2H-1,4-benzoxazine). The solvent is C1CCOC1 (THF). Conditions: time 1 hour. Product: C1(=CC=CC=C1)C(OCCN1CCOC2=C1C=CC=C2O)C2=CC=CC=C2 (4-(2-(diphenylmethoxy)ethyl)-8-hydroxy-3,4-dihydro-2H-1,4-benzoxazine). Isolated yield 99.4%. Reaction SMILES: C([O:4][C:5]1[C:14]2[O:13][CH2:12][CH2:11][N:10]([CH2:15][CH2:16][O:17][CH:18]([C:25]3[CH:30]=[CH:29][CH:28]=[CH:27][CH:26]=3)[C:19]3[CH:24]=[CH:23][CH:22]=[CH:21][CH:20]=3)[C:9]=2[CH:8]=[CH:7][CH:6]=1)(=O)C.CO.C(=O)([O-])[O-].[K+].[K+]>C1COCC1>[C:25]1([CH:18]([C:19]2[CH:24]=[CH:23][CH:22]=[CH:21][CH:20]=2)[O:17][CH2:16][CH2:15][N:10]2[C:9]3[CH:8]=[CH:7][CH:6]=[C:5]([OH:4])[C:14]=3[O:13][CH2:12][CH2:11]2)[CH:26]=[CH:27][CH:28]=[CH:29][CH:30]=1 |f:2.3.4|. Procedure: 8-acetoxy-4-(2-(diphenylmethoxy)ethyl)-3,4-dihydro-2H-1,4-benzoxazine (482 mg) was dissolved in THF (2 ml) and a methanol (10 ml), and anhydrous potassium carbonate (250 mg) was added to the resultant solution, and the mixture was stirred at room temperature for 1 hour. The solvent was distilled off under reduced pressure, and the residue was poured into 5% citric acid, and then extracted with ethyl acetate. The resultant organic layer was washed with water and saturated brine, dried over sodium... Starting materials: NC1(C(N(CC1)C)=O)CC#C (3-amino-1-methyl-3-prop-2-ynyl-pyrrolidin-2-one), IC1=NC(=CC(=N1)C)C1=CC=C(C=C1)C(F)(F)F (2-iodo-4-methyl-6-[4-(trifluoromethyl)-phenyl]pyrimidine), C(C)(C)NC(C)C (diisopropylamine). Reagents/catalysts: [Cu](I)I (copper iodide), C1([P]([Pd][P](C2=CC=CC=C2)(C3=CC=CC=C3)C4=CC=CC=C4)(C5=CC=CC=C5)C6=CC=CC=C6)=CC=CC=C1 (Bis(triphenylphosphine)palladium). The solvent is COC(C)(C)C (tert-butyl methyl ether). Run at time 5 day. Yields the product NC1(C(N(CC1)C)=O)CC#CC1=NC(=CC(=N1)C)C1=CC=C(C=C1)C(F)(F)F (3-Amino-1-methyl-3-[3-[4-methyl-6-[4-(trifluoromethyl)phenyl]pyrimidin-2-yl]prop-2-ynyl]pyrrolidin-2-one). The yield is 80.3%. As a reaction SMILES: [NH2:1][C:2]1([CH2:9][C:10]#[CH:11])[CH2:6][CH2:5][N:4]([CH3:7])[C:3]1=[O:8].I[C:13]1[N:18]=[C:17]([CH3:19])[CH:16]=[C:15]([C:20]2[CH:25]=[CH:24][C:23]([C:26]([F:29])([F:28])[F:27])=[CH:22][CH:21]=2)[N:14]=1.C(NC(C)C)(C)C>COC(C)(C)C.[Cu](I)I.C1(C=CC=CC=1)[P](C1C=CC=CC=1)(C1C=CC=CC=1)[Pd][P](C1C=CC=CC=1)(C1C=CC=CC=1)C1C=CC=CC=1>[NH2:1][C:2]1([CH2:9][C:10]#[C:11][C:13]2[N:18]=[C:17]([CH3:19])[CH:16]=[C:15]([C:20]3[CH:21]=[CH:22][C:23]([C:26]([F:29])([F:27])[F:28])=[CH:24][CH:25]=3)[N:14]=2)[CH2:6][CH2:5][N:4]([CH3:7])[C:3]1=[O:8] |^1:51,65|. Procedure details: To a stirred solution of 3-amino-1-methyl-3-prop-2-ynyl-pyrrolidin-2-one (which may be prepared as described in Description 3) (2.3 g, 15.11 mmol) in tert-butyl methyl ether (50 mL) was added 2-iodo-4-methyl-6-[4-(trifluoromethyl)-phenyl]pyrimidine (which may be prepared as described in Description 12) (6.05 g, 16.62 mmol). diisopropylamine (6.35 mL, 45.34 mmol) was then added, followed by copper iodide (57.56 mg, 0.300 mmol) and bis(triphenylphosphine)palladium (II) dichloride (106.07 mg, 0.150... Reactants: C[Si](C)(C)[SiH]([Si](C)(C)C)[Si](C)(C)C (Tris(trimethylsilyl)silane), ClC1=CC(=C(C=C1)N(S(=O)(=O)C)CC(CCN=[N+]=[N-])=C)I (N-(4-Chloro-2-iodo-phenyl)-N-(4-azido-2-methylene-butyl)-methanesulfonamide), N(=NC1(CCCCC1)C#N)C1(CCCCC1)C#N (1,1′-azobis(cyclohexane carbonitrile)). Run in C1=CC=CC=C1 (benzene). Product: CS(=O)(=O)N1CC2(CNCC2)C2=CC(=CC=C12)Cl (1-methanesulfonyl-5-chloro-spiro[indoline-3,3′-pyrrolidine]). Yield: 85.3%. As a reaction SMILES: [Cl:1][C:2]1[CH:7]=[CH:6][C:5]([N:8]([CH2:13][C:14](=[CH2:20])[CH2:15][CH2:16][N:17]=[N+]=[N-])[S:9]([CH3:12])(=[O:11])=[O:10])=[C:4](I)[CH:3]=1.C[Si]([SiH]([Si](C)(C)C)[Si](C)(C)C)(C)C.N(C1(C#N)CCCCC1)=NC1(C#N)CCCCC1>C1C=CC=CC=1>[CH3:12][S:9]([N:8]1[C:5]2[C:4](=[CH:3][C:2]([Cl:1])=[CH:7][CH:6]=2)[C:14]2([CH2:15][CH2:16][NH:17][CH2:20]2)[CH2:13]1)(=[O:11])=[O:10]. Procedure: A degassed solution of N-(4-Chloro-2-iodo-phenyl)-N-(4-azido-2-methylene-butyl)-methanesulfonamide (1.38 g) in benzene (200 ml) was heated to reflux under argon. Tris(trimethylsilyl)silane (1.32 ml) was added dropwise followed by 1,1′-azobis(cyclohexane carbonitrile) (110 mg). The reaction mixture was stirred at reflux for 20 hours then concentrated in vacuo. The residue was dissolved in ethyl acetate (60 ml), extracted with HC12N (3×60 ml). The aqueous layer was basified with 2N sodium hydroxid...